This data is from the Open Reaction Database (ORD), a public repository of structured organic reaction records. The task is: describe an organic reaction: reactants, conditions, products, and yield Reactants: ClC=1C=C(C=CC1OC(C(F)F)(F)F)[N+](=O)[O-] (3-chloro-4-(1',1',2',2'-tetrafluoroethoxy)nitrobenzene), nitro, ClCl (chlorine), O (water), NC1=CC=CC=C1 (aniline). Reagents/catalysts: [Fe] (iron). Solvent: C(C)(=O)O (acetic acid), C(Cl)(Cl)Cl (chloroform), C(C)(=O)OCC (ethyl acetate), C(C)(=O)O (acetic acid). Reaction conditions: temperature 40 celsius, time 30 minute. The product is ClC=1C=C(N)C=CC1OC(C(F)F)(F)F (3-chloro-4-(1',1',2',2'-tetrafluoroethoxy)aniline). RXN SMILES: [Cl:1][C:2]1[CH:3]=[C:4]([N+:15]([O-])=O)[CH:5]=[CH:6][C:7]=1[O:8][C:9]([F:14])([F:13])[CH:10]([F:12])[F:11].ClCl.O.NC1C=CC=CC=1>C(OCC)(=O)C.C(O)(=O)C.C(Cl)(Cl)Cl.[Fe]>[Cl:1][C:2]1[CH:3]=[C:4]([CH:5]=[CH:6][C:7]=1[O:8][C:9]([F:13])([F:14])[CH:10]([F:11])[F:12])[NH2:15]. Procedure: 12.5 Grams of 3-chloro-4-(1',1',2',2'-tetrafluoroethoxy)nitrobenzene [i.e. the nitro compound (X) containing chlorine as the substituted X] was dissolved in a mixed solvent of 50 ml of ethyl acetate and 50 ml of acetic acid. The resulting solution was slowly added dropwise to a suspension of 12.2 g of iron powders in a mixed solution of 13 ml of acetic acid and 130 ml of water while maintaining the temperature at 40° C. Thereafter, stirring was continued for 30 minutes at 40° C. to 60° C. The re... Reactants: C, CCOC(=O)c1ccc2nc(C)n(Cc3ccc(C=Cc4ccccc4)cc3)c2c1, CCO, [Pd]. The product is CCOC(=O)c1ccc2nc(C)n(Cc3ccc(CCc4ccccc4)cc3)c2c1. Reaction SMILES: [C:31].[CH2:1]([CH3:2])[O:3][C:4](=[O:5])[c:6]1[cH:7][cH:8][c:9]2[c:10]([n:11]([CH2:15][c:16]3[cH:17][cH:18][c:19]([CH:22]=[CH:23][c:24]4[cH:25][cH:26][cH:27][cH:28][cH:29]4)[cH:20][cH:21]3)[c:12]([CH3:14])[n:13]2)[cH:30]1.[CH3:33][CH2:34][OH:35].[Pd:32]>>[CH2:1]([CH3:2])[O:3][C:4](=[O:5])[c:6]1[cH:7][cH:8][c:9]2[c:10]([n:11]([CH2:15][c:16]3[cH:17][cH:18][c:19]([CH2:22][CH2:23][c:24]4[cH:25][cH:26][cH:27][cH:28][cH:29]4)[cH:20][cH:21]3)[c:12]([CH3:14])[n:13]2)[cH:30]1. The reactants are CC(C)C(O)CN(CCO)C(=O)OC(C)(C)C, Cc1ccccc1, c1ccc(P(c2ccccc2)c2ccccc2)cc1. Product: CC(C)C1CN(C(=O)OC(C)(C)C)CCO1. As a reaction SMILES: [C:1]([CH3:2])([CH3:3])([CH3:4])[O:5][C:6]([N:7]([CH2:8][CH:9]([CH:10]([CH3:11])[CH3:12])[OH:13])[CH2:14][CH2:15][OH:16])=[O:17].[CH3:37][c:38]1[cH:39][cH:40][cH:41][cH:42][cH:43]1.[c:18]1([P:19]([c:20]2[cH:21][cH:22][cH:23][cH:24][cH:25]2)[c:26]2[cH:27][cH:28][cH:29][cH:30][cH:31]2)[cH:32][cH:33][cH:34][cH:35][cH:36]1>>[C:1]([CH3:2])([CH3:3])([CH3:4])[O:5][C:6]([N:7]1[CH2:8][CH:9]([CH:10]([CH3:11])[CH3:12])[O:16][CH2:15][CH2:14]1)=[O:17].